From a dataset of the Open Reaction Database (ORD), a public repository of structured organic reaction records. describe an organic reaction: reactants, conditions, products, and yield The reactants are [Al+3], [Br-], [Cl-], [Cl-], [Cl-], O=C(CCc1ccc([N+](=O)[O-])cc1)c1ccc(F)cc1. The product is O=C(c1ccc(F)cc1)C(Br)Cc1ccc([N+](=O)[O-])cc1. RXN SMILES: [Al+3:23].[Br-:21].[Cl-:22].[Cl-:24].[Cl-:25].[F:1][c:2]1[cH:3][cH:4][c:5]([C:8]([CH2:9][CH2:10][c:11]2[cH:12][cH:13][c:14]([N+:17](=[O:18])[O-:19])[cH:15][cH:16]2)=[O:20])[cH:6][cH:7]1>>[F:1][c:2]1[cH:3][cH:4][c:5]([C:8]([CH:9]([CH2:10][c:11]2[cH:12][cH:13][c:14]([N+:17](=[O:18])[O-:19])[cH:15][cH:16]2)[Br:21])=[O:20])[cH:6][cH:7]1. Starting materials: O (water), [H-].[Na+] (Sodium hydride), ClC=1C=CC(=C(C(=O)N(C)C)C1)[N+](=O)[O-] (5-chloro-N,N-dimethyl-2-nitrobenzamide), C(CC(=O)OC)(=O)OC(C)(C)C (tert-butyl methyl malonate). The solvent is CN(C=O)C (dimethylformamide). Reaction conditions: temperature 0 celsius, time 1 hour. The product is COC(C(C(=O)OC(C)(C)C)C1=CC(=C(C=C1)[N+](=O)[O-])C(N(C)C)=O)=O (2-(3-Dimethylcarbamoyl-4-nitrophenyl)malonic acid tert-butyl ester methyl ester). The yield is 80.5%. As a reaction SMILES: [H-].[Na+].[C:3]([O:10][C:11]([CH3:14])([CH3:13])[CH3:12])(=[O:9])[CH2:4][C:5]([O:7][CH3:8])=[O:6].Cl[C:16]1[CH:17]=[CH:18][C:19]([N+:27]([O-:29])=[O:28])=[C:20]([CH:26]=1)[C:21]([N:23]([CH3:25])[CH3:24])=[O:22].O>CN(C)C=O>[CH3:8][O:7][C:5](=[O:6])[CH:4]([C:16]1[CH:17]=[CH:18][C:19]([N+:27]([O-:29])=[O:28])=[C:20]([C:21](=[O:22])[N:23]([CH3:24])[CH3:25])[CH:26]=1)[C:3]([O:10][C:11]([CH3:14])([CH3:13])[CH3:12])=[O:9] |f:0.1|. Procedure: Sodium hydride (350 mg) was dissolved in dimethylformamide (10 mL)), and the solution was cooled to 0° C. After addition of tert-butyl methyl malonate (1.52 g), the mixture was stirred for one hour, and the 5-chloro-N,N-dimethyl-2-nitrobenzamide (1.0 g) obtained in Example 2a) was added thereto. The mixture was stirred at 70° C. for 4.5 hours and water was added thereto. The resulting solution was concentrated, diluted with ethyl acetate and washed with water. The organic layer was dried over so... The reactants are COC(=O)C1=C(C2=C(N=CN=C2Cl)S1)C (4-chloro-5-methyl-thieno[2,3-d]pyrimidine-6-carboxylic acid methyl ester), FC1=CC(=C(N)C=C1)O[C@@H]1COCC1 ((S)-4-fluoro-2-(tetrahydrofuran-3-yloxy)aniline), FC1=CC(=C(N)C=C1)O[C@@H]1COCC1 ((S)-4-fluoro-2-(tetrahydrofuran-3-yloxy)aniline). The product is COC(=O)C1=C(C2=C(N=CN=C2NC2=C(C=C(C=C2)F)O[C@@H]2COCC2)S1)C (4-{4-Fluoro-2-[(S)-(tetrahydro-furan-3-yl)oxy]-phenylamino}-5-methyl-thieno[2,3-d]pyrimidine-6-carboxylic acid methyl ester). Reaction SMILES: [CH3:1][O:2][C:3]([C:5]1[S:14][C:8]2[N:9]=[CH:10][N:11]=[C:12](Cl)[C:7]=2[C:6]=1[CH3:15])=[O:4].[F:16][C:17]1[CH:23]=[CH:22][C:20]([NH2:21])=[C:19]([O:24][C@H:25]2[CH2:29][CH2:28][O:27][CH2:26]2)[CH:18]=1>>[CH3:1][O:2][C:3]([C:5]1[S:14][C:8]2[N:9]=[CH:10][N:11]=[C:12]([NH:21][C:20]3[CH:22]=[CH:23][C:17]([F:16])=[CH:18][C:19]=3[O:24][C@H:25]3[CH2:29][CH2:28][O:27][CH2:26]3)[C:7]=2[C:6]=1[CH3:15])=[O:4]. Reported procedure: Prepared analogously to example 100.1. from 4-chloro-5-methyl-thieno[2,3-d]pyrimidine-6-carboxylic acid methyl ester and (S)-4-fluoro-2-(tetrahydrofuran-3-yloxy)aniline (Intermediate XIX) Starting materials: CC1=NC2=CC=C(C=C2C=C1)C (2,6-dimethylquinoline), [NH4+].[NH4+].[O-]S(=O)(=O)OOS(=O)(=O)[O-] (ammonium peroxodisulfate), CO (methanol), S(O)(O)(=O)=O (sulfuric acid). Run in O (water). The product is CC1=NC2=CC=C(C=C2C(=C1)CO)C ((2,6-dimethylquinolin-4-yl)methanol). Yield: 46.0%. As a reaction SMILES: [CH3:1][C:2]1[CH:11]=[CH:10][C:9]2[C:4](=[CH:5][CH:6]=[C:7]([CH3:12])[CH:8]=2)[N:3]=1.[NH4+].[NH4+].[O-]S(OOS([O-])(=O)=O)(=O)=O.[CH3:25][OH:26].S(=O)(=O)(O)O>O>[CH3:1][C:2]1[CH:11]=[C:10]([CH2:25][OH:26])[C:9]2[C:4](=[CH:5][CH:6]=[C:7]([CH3:12])[CH:8]=2)[N:3]=1 |f:1.2.3|. Procedure details: To a solution of 10.0 g (63.6 mmol) of 2,6-dimethylquinoline and 29.1 g (127.5 mmol) of ammonium peroxodisulfate in a mixed solvent of methanol (140 mL)-water (110 mL) was added 4.0 mL of concentrated sulfuric acid and heated under reflux for 24 hours. After the reaction mixture was left to cool, methanol was evaporated under a reduced pressure. The remaining solution was adjusted to pH 10 by adding sodium carbonate, and then extracted with chloroform. The organic layer was washed with saturated...